Dataset: the Open Reaction Database (ORD), a public repository of structured organic reaction records. Task: describe an organic reaction: reactants, conditions, products, and yield Reactants: CS(C)=O, CCOC(C)=O, ClCCC1CCN(c2nccc3ccccc23)CC1, [I-], [K+], N#C[K], O. Yields the product N#CCCC1CCN(c2nccc3ccccc23)CC1. As a reaction SMILES: [CH3:26][S:27](=[O:28])[CH3:29].[CH3:30][CH2:31][O:32][C:33](=[O:34])[CH3:35].[Cl:4][CH2:5][CH2:6][CH:7]1[CH2:8][CH2:9][N:10]([c:13]2[n:14][cH:15][cH:16][c:17]3[cH:18][cH:19][cH:20][cH:21][c:22]23)[CH2:11][CH2:12]1.[I-:24].[K+:23].[K:1][C:2]#[N:3].[OH2:25]>>[C:2](#[N:3])[CH2:5][CH2:6][CH:7]1[CH2:8][CH2:9][N:10]([c:13]2[n:14][cH:15][cH:16][c:17]3[cH:18][cH:19][cH:20][cH:21][c:22]23)[CH2:11][CH2:12]1. The solvent is C1CCOC1 (THF). Reaction conditions: time 2 hour. Reaction SMILES: B.CSC.[F:5][C:6]([F:16])([C:10]1[CH:15]=[CH:14][CH:13]=[CH:12][CH:11]=1)[C:7]([NH2:9])=O.CO.Cl>C1COCC1>[F:5][C:6]([F:16])([C:10]1[CH:11]=[CH:12][CH:13]=[CH:14][CH:15]=1)[CH2:7][NH2:9] |f:0.1|. The reactants are Cl (HCl), B.CSC (Borane·dimethylsulfide), FC(C(=O)N)(C1=CC=CC=C1)F (α,α-Difluorobenzeneacetamide), CO (methanol). The product is FC(CN)(C1=CC=CC=C1)F (β,β-Difluorobenzeneethanamine). The yield is 38.7%. Procedure details: Borane·dimethylsulfide (1.5 ml; 15.4 mmol) was added dropwise over 30 minutes to a solution of the title compound of Step (B) (1 g; 5.84 mmol) in 6 ml of THF at room temperature. After stirring 18 hr at room temperature and 2 hr at reflux, the reaction mixture was cooled to 0° C. and 3 ml of methanol were added carefully over 15 minutes. The solution was saturated with HCl (g) and the cloudy mixture was stirred 6 hr at room temperature, 30 minutes at reflux and 60 hr at room temperature. After r... The reactants are CC1(OB(OC1(C)C)C1=CC=C(N)C=C1)C (4-(4,4,5,5-tetramethyl 1,3,2 dioxaborolan-2-yl) aniline), N1=CC=CC=C1 (pyridine), ClC(=O)OC1=CC=C(C=C1)[N+](=O)[O-] (4-nitrophenyl chloroformate). Run in ClCCl (dichloromethane). Run at time 13 hour. Product: C1(=CC=CC=C1)OC(NC1=CC=C(C=C1)B1OC(C(O1)(C)C)(C)C)=O ([4-(4,4,5,5-Tetramethyl-[1,3,2]dioxaborolan-2-yl)-phenyl]-carbamic acid phenyl ester). Reaction SMILES: [CH3:1][C:2]1([CH3:16])[C:6]([CH3:8])([CH3:7])[O:5][B:4]([C:9]2[CH:15]=[CH:14][C:12]([NH2:13])=[CH:11][CH:10]=2)[O:3]1.N1C=CC=CC=1.Cl[C:24]([O:26][C:27]1[CH:32]=[CH:31][C:30]([N+]([O-])=O)=[CH:29][CH:28]=1)=[O:25]>ClCCl>[C:27]1([O:26][C:24](=[O:25])[NH:13][C:12]2[CH:14]=[CH:15][C:9]([B:4]3[O:3][C:2]([CH3:16])([CH3:1])[C:6]([CH3:7])([CH3:8])[O:5]3)=[CH:10][CH:11]=2)[CH:32]=[CH:31][CH:30]=[CH:29][CH:28]=1. Procedure details: 4-(4,4,5,5-tetramethyl 1,3,2 dioxaborolan-2-yl) aniline (3 g, 0.013 mol) was dissolved in dichloromethane (350 mL) to which pyridine (1.02 g, 0.013 mol) and 4-nitrophenyl chloroformate was added. The reaction was stirred for 13 hr where TLC analysis showed consumption of all starting materials. The solution was washed with saturated NaHCO3 (3×50 mL), water (3×50 mL) and brine (3×50 mL). The organic layer was dried over Na2SO4 and solvent removed to yield a white crystalline solid [4-(4,4,5,5-Tet... Reactants: FC(C)(F)C1=CC=C(O1)CN1N=C(C=C1)N (1-[5-(1,1-difluoro-ethyl)-furan-2-ylmethyl]-1H-pyrazol-3-ylamine), ClC1=C(C(=CC=C1F)F)/C=C/C(=O)O ((E)-3-(2-chloro-3,6-difluoro-phenyl)-acrylic acid), 05b. Yields the product ClC1=C(C(=CC=C1F)F)/C=C/C(=O)NC1=NN(C=C1)CC=1OC(=CC1)C(C)(F)F ((E)-3-(2-Chloro-3,6-difluoro-phenyl)-N-{1-[5-(1,1-difluoro-ethyl)-furan-2-ylmethyl]-1H-pyrazol-3-yl}-acrylamide). Reaction SMILES: [F:1][C:2]([C:5]1[O:9][C:8]([CH2:10][N:11]2[CH:15]=[CH:14][C:13]([NH2:16])=[N:12]2)=[CH:7][CH:6]=1)([F:4])[CH3:3].[Cl:17][C:18]1[C:23]([F:24])=[CH:22][CH:21]=[C:20]([F:25])[C:19]=1/[CH:26]=[CH:27]/[C:28](O)=[O:29]>>[Cl:17][C:18]1[C:23]([F:24])=[CH:22][CH:21]=[C:20]([F:25])[C:19]=1/[CH:26]=[CH:27]/[C:28]([NH:16][C:13]1[CH:14]=[CH:15][N:11]([CH2:10][C:8]2[O:9][C:5]([C:2]([F:1])([F:4])[CH3:3])=[CH:6][CH:7]=2)[N:12]=1)=[O:29]. Procedure: Following general procedure B, starting from 1-[5-(1,1-difluoro-ethyl)-furan-2-ylmethyl]-1H-pyrazol-3-ylamine and (E)-3-(2-chloro-3,6-difluoro-phenyl)-acrylic acid. LC-MS-conditions 05b: tR=1.14 min; [M+H]+=427.98. The reactants are ClC1=CC=C2C(=NC=NC2=C1)N1C(=C(C2=CC(=CC=C12)OC)CC(=O)O)C (1-(7-chloroquinazolin-4-yl)-5-methoxy-2-methylindol-3-ylacetic acid), B(F)(F)F.CCOCC (boron trifluoride etherate), C(C)(=O)[O-].[Na+] (sodium acetate). The solvent is CO (methanol). Product: ClC1=CC=C2C(=NC=NC2=C1)N1C(=C(C2=CC(=CC=C12)OC)CC(=O)OC)C (methyl 1(7-chloroquinazolin-4-yl)-5-methoxy-2-methylindol-3-ylacetate). RXN SMILES: [Cl:1][C:2]1[CH:11]=[C:10]2[C:5]([C:6]([N:12]3[C:20]4[C:15](=[CH:16][C:17]([O:21][CH3:22])=[CH:18][CH:19]=4)[C:14]([CH2:23][C:24]([OH:26])=[O:25])=[C:13]3[CH3:27])=[N:7][CH:8]=[N:9]2)=[CH:4][CH:3]=1.B(F)(F)F.[CH3:32]COCC.C([O-])(=O)C.[Na+]>CO>[Cl:1][C:2]1[CH:11]=[C:10]2[C:5]([C:6]([N:12]3[C:20]4[C:15](=[CH:16][C:17]([O:21][CH3:22])=[CH:18][CH:19]=4)[C:14]([CH2:23][C:24]([O:26][CH3:32])=[O:25])=[C:13]3[CH3:27])=[N:7][CH:8]=[N:9]2)=[CH:4][CH:3]=1 |f:1.2,3.4|. Procedure: To a solution of 1-(7-chloroquinazolin-4-yl)-5-methoxy-2-methylindol-3-ylacetic acid (1.0g.) in dry methanol (50ml.) was added freshly distilled boron trifluoride etherate (0.5ml.), and the dark red solution was heated under reflux for 30 mins. To the solution was added saturated sodium acetate solution (5ml.), and the mixture was concentrated in vacuo. The residual mixture was shaken with a mixture of water (50ml.) and chloroform (30ml.). The aqueous layer was separated and extracted with furth... Reactants: C(C1=CC=CC=C1)OC(=O)N1CCC(CC1)CCCCC(C(=O)OCC)NC1C(N(C2=C(CC1)C=CC=C2)CC(=O)OC(C)(C)C)=O (tert-butyl 3(RS)-[5-(1-benzyloxycarbonyl-4-piperidyl)-1(SR)-ethoxycarbonylpentyl]amino-2-oxo-2,3,4,5-tetrahydro-1H-1-benzazepine-1-acetate), Br.C(C)(=O)O (hydrogen bromide acetic acid). Solvent: C(C)OCC (ethyl ether), C(C)(=O)O (acetic acid). Conditions: time 2 hour. The product is Br.N1CCC(CC1)CCCCC(C(=O)OCC)NC1C(N(C2=C(CC1)C=CC=C2)CC(=O)O)=O (3(RS)-[5-(4-piperidyl)-1(SR)-ethoxycarbonylpentyl]amino-2-oxo-2,3,4,5-tetrahydro-1H-1-benzazepine-1-acetic acid.hydrobromide). Reaction SMILES: C(OC([N:11]1[CH2:16][CH2:15][CH:14]([CH2:17][CH2:18][CH2:19][CH2:20][CH:21]([NH:27][CH:28]2[CH2:34][CH2:33][C:32]3[CH:35]=[CH:36][CH:37]=[CH:38][C:31]=3[N:30]([CH2:39][C:40]([O:42]C(C)(C)C)=[O:41])[C:29]2=[O:47])[C:22]([O:24][CH2:25][CH3:26])=[O:23])[CH2:13][CH2:12]1)=O)C1C=CC=CC=1.[BrH:48].C(O)(=O)C>C(O)(=O)C.C(OCC)C>[BrH:48].[NH:11]1[CH2:12][CH2:13][CH:14]([CH2:17][CH2:18][CH2:19][CH2:20][CH:21]([NH:27][CH:28]2[CH2:34][CH2:33][C:32]3[CH:35]=[CH:36][CH:37]=[CH:38][C:31]=3[N:30]([CH2:39][C:40]([OH:42])=[O:41])[C:29]2=[O:47])[C:22]([O:24][CH2:25][CH3:26])=[O:23])[CH2:15][CH2:16]1 |f:1.2,5.6|. Procedure details: In 2 ml of acetic acid is dissolved 0.8 g of tert-butyl 3(RS)-[5-(1-benzyloxycarbonyl-4-piperidyl)-1(SR)-ethoxycarbonylpentyl]amino-2-oxo-2,3,4,5-tetrahydro-1H-1-benzazepine-1-acetate, and 2 ml of 30% aqueous hydrogen bromide-acetic acid solution is added to the solution, followed by standing at room temperature for 2 hours. The reaction solution is diluted with 200 ml of ethyl ether, and after the mixture is allowed to stand, the supernatant layer is removed by decantation. The precipitate is r... Reactants: N1(C=NC=C1)CC1=CN=C(S1)C(=O)OCC (ethyl 5-((1H-imidazol-1-yl)methyl)thiazole-2-carboxylate), [Li+].[OH-] (LiOH), Cl (HCl). Product: N1(C=NC=C1)CC1=CN=C(S1)C(=O)O (5-((1H-imidazol-1-yl)methyl)thiazole-2-carboxylic acid). Procedure details: A solution of ethyl 5-((1H-imidazol-1-yl)methyl)thiazole-2-carboxylate (143 mg, 0.60 mmol) and 1 M LiOH solution (1.2 ml, 1.2 mmol) in THF (2 ml) and MeOH (1 ml) was stirred at RT for 1.5 h. Some 1 M HCl was added until pH of the mixture was about 8. Solvents were evaporated and thus obtained crude product was used as such in the next synthesis step. 1H-NMR (400 MHz; d6-DMSO): δ 5.28 (s, 2H), 6.92 (s, 1H), 7.22 (s, 1H), 7.54 (s, 1H), 7.79 (s, 1H). The solvent is C1CCOC1 (THF), CO (MeOH). RXN SMILES: [N:1]1([CH2:6][C:7]2[S:11][C:10]([C:12]([O:14]CC)=[O:13])=[N:9][CH:8]=2)[CH:5]=[CH:4][N:3]=[CH:2]1.[Li+].[OH-].Cl>C1COCC1.CO>[N:1]1([CH2:6][C:7]2[S:11][C:10]([C:12]([OH:14])=[O:13])=[N:9][CH:8]=2)[CH:5]=[CH:4][N:3]=[CH:2]1 |f:1.2|. Starting materials: COC1=C2C(C=C(OC2=CC(=C1OC)OC(C)C)SC1=CC=C(C=C1)O)=O (5,6-dimethoxy-2-(4-hydroxyphenylthio)-7-isopropoxychromone), C(C)(C)(C)OC(=O)N(CC(=O)O)C(=O)OC(C)(C)C (N-t-butoxycarbonyl(Boc)glycine), C1(CCCCC1)N=C=NC1CCCCC1 (dicyclohexylcarbodiimide), N-t-butoxycarbonyl(Boc)glycine ester, Cl (hydrochloric acid). The solvent is ClCCl (dichloromethane), C(C)(=O)OCC (ethyl acetate). Reaction conditions: time 1 hour. Yields the product Cl.COC1=C2C(C=C(OC2=CC(=C1OC)OC(C)C)SC1=CC=C(C=C1)OC(CN)=O)=O (5,6-dimethoxy-2-(4-glycyloxyphenylthio)-7-isopropoxychromone hydrochloride). Reaction SMILES: [CH3:1][O:2][C:3]1[C:12]([O:13][CH3:14])=[C:11]([O:15][CH:16]([CH3:18])[CH3:17])[CH:10]=[C:9]2[C:4]=1[C:5](=[O:27])[CH:6]=[C:7]([S:19][C:20]1[CH:25]=[CH:24][C:23]([OH:26])=[CH:22][CH:21]=1)[O:8]2.C(OC([N:35](C(OC(C)(C)C)=O)[CH2:36][C:37](O)=[O:38])=O)(C)(C)C.C1(N=C=NC2CCCCC2)CCCCC1.[ClH:62]>ClCCl.C(OCC)(=O)C>[ClH:62].[CH3:1][O:2][C:3]1[C:12]([O:13][CH3:14])=[C:11]([O:15][CH:16]([CH3:18])[CH3:17])[CH:10]=[C:9]2[C:4]=1[C:5](=[O:27])[CH:6]=[C:7]([S:19][C:20]1[CH:21]=[CH:22][C:23]([O:26][C:37](=[O:38])[CH2:36][NH2:35])=[CH:24][CH:25]=1)[O:8]2 |f:6.7|. Reported procedure: 300 ml in dichloromethane of 9.11 g of 5,6-dimethoxy-2-(4-hydroxyphenylthio)-7-isopropoxychromone obtained in Example 22, 4.52 g of N-t-butoxycarbonyl(Boc)glycine, and 5.32 g of dicyclohexylcarbodiimide (DCC) was stirred over 3.5 hours at room temperature. The solution thus reacted was gravitationally filtered. The solvent was distilled out from the filtrate, so that 10.95 g of N-t-butoxycarbonyl(Boc)glycine ester was obtained. 5.27 g of N-t-butoxycarbonyl(Boc)glycine ester thus prepared was dis... Reactants: Cl (HCl), C=O (Formalin), C1C=CC2=CC=CC=C12 (indene), CC[O-].[Na+] (EtONa). Solvent: CN(C=O)C (N,N-dimethylformamide). Run at time 12 hour. Yields the product C1C=C(C2=CC=CC=C12)CC1=CCC2=CC=CC=C12 (bis-(3-indenyl)methane). The yield is 35.0%. Reaction SMILES: C=O.[CH2:3]1[C:11]2[C:6](=[CH:7][CH:8]=[CH:9][CH:10]=2)[CH:5]=[CH:4]1.[CH3:12][CH2:13][O-].[Na+].Cl>CN(C)C=O>[CH2:3]1[C:11]2[C:6](=[CH:7][CH:8]=[CH:9][CH:10]=2)[C:5]([CH2:6][C:7]2[C:12]3[C:13](=[CH:11][CH:3]=[CH:4][CH:5]=3)[CH2:9][CH:8]=2)=[CH:4]1 |f:2.3|. Reported procedure: Formalin (37% solution; 3.5 g, 43.1 mmol) was added to a mixture of indene (10.0 g, 86.2 mmol) and EtONa (2.9 g, 43.1 mmol) in N,N-dimethylformamide (100 mL). The reaction mixture was stirred at room temperature for 12 hours. A solution of HCl (1 M, 50 mL) was added. The mixture was extracted with CH2Cl2 (2×100 mL) and the organic phases combined, washed with a saturated solution of NaCl and then with water, dried over MgSO4, filtered and finally concentrated to yield a viscous brown liquid (89%...